Dataset: the Open Reaction Database (ORD), a public repository of structured organic reaction records. Task: describe an organic reaction: reactants, conditions, products, and yield The reactants are [Al+3], CCOCC, Cc1nc(-c2ccccc2)cc(-c2ccc(F)cc2)c1C(=O)O, [H-], [H-], [H-], [H-], [Li+]. Product: Cc1nc(-c2ccccc2)cc(-c2ccc(F)cc2)c1CO. RXN SMILES: [Al+3:2].[CH3:30][CH2:31][O:32][CH2:33][CH3:34].[F:7][c:8]1[cH:9][cH:10][c:11](-[c:14]2[c:15]([C:27](=[O:28])[OH:29])[c:16]([CH3:26])[n:17][c:18](-[c:20]3[cH:21][cH:22][cH:23][cH:24][cH:25]3)[cH:19]2)[cH:12][cH:13]1.[H-:1].[H-:4].[H-:5].[H-:6].[Li+:3]>>[F:7][c:8]1[cH:9][cH:10][c:11](-[c:14]2[c:15]([CH2:27][OH:28])[c:16]([CH3:26])[n:17][c:18](-[c:20]3[cH:21][cH:22][cH:23][cH:24][cH:25]3)[cH:19]2)[cH:12][cH:13]1. Starting materials: C1(CCCC1)C(CC1=CC(OC(O1)(C)C)=O)(C#CC1=CC=C(C=C1)OC)O (6-[2-cyclopentyl-2-hydroxy-4-(4-methoxy-phenyl)-but-3-ynyl]-2,2-dimethyl-[1,3]dioxin-4-one). Solvent: CO (MeOH). The product is C1(CCCC1)C1(CC(CC(O1)=O)=O)C#CC1=CC=C(C=C1)OC (6-cyclopentyl-6-[(4methoxyphenyl)ethynyl]dihydro-2H-pyran-2,4(3H)-dione). Yield: 28.0%. As a reaction SMILES: [CH:1]1([C:6]([OH:27])([C:17]#[C:18][C:19]2[CH:24]=[CH:23][C:22]([O:25][CH3:26])=[CH:21][CH:20]=2)[CH2:7][C:8]2[O:13]C(C)(C)O[C:10](=[O:16])[CH:9]=2)[CH2:5][CH2:4][CH2:3][CH2:2]1>CO>[CH:1]1([C:6]2([C:17]#[C:18][C:19]3[CH:20]=[CH:21][C:22]([O:25][CH3:26])=[CH:23][CH:24]=3)[O:27][C:10](=[O:16])[CH2:9][C:8](=[O:13])[CH2:7]2)[CH2:2][CH2:3][CH2:4][CH2:5]1. Reported procedure: A solution of 6-[2-cyclopentyl-2-hydroxy-4-(4-methoxy-phenyl)-but-3-ynyl]-2,2-dimethyl-[1,3]dioxin-4-one (55 mg, 0.1485 mmol), 1NaOH n(150 μL, 0.1485 mmol), and MeOH (1.5 mL), was stirred at room temperature for 2 hours, at which time HPLC indicated that all starting material had been consumed. The reaction was quenched with 0.5 N citric acid, and extracted with ethylacetate. The organic layer was dried with MgSO4, concentrated and purified by preparative HPLC, giving 13 mg of the product (24% y... Reactants: CC(C)=C (isobutylene), C1(CCCC1)C(=O)O (cyclopentanecarboxylic acid), OS(=O)(=O)O (H2SO4). The solvent is C(C)(C)(C)O (t-butanol). Reaction conditions: time 3 day. The product is C1(CCCC1)C(=O)OC(C)(C)C (t-Butyl Cyclopentanecarboxylate). Isolated yield 95.0%. Reaction SMILES: [CH3:1][C:2](=[CH2:4])[CH3:3].[CH:5]1([C:10]([OH:12])=[O:11])[CH2:9][CH2:8][CH2:7][CH2:6]1.OS(O)(=O)=O>C(O)(C)(C)C>[CH:5]1([C:10]([O:12][C:2]([CH3:4])([CH3:3])[CH3:1])=[O:11])[CH2:9][CH2:8][CH2:7][CH2:6]1. Procedure: Cool a metal bomb in a CO2 -acetone bath and charge with isobutylene (150 ml), cyclopentanecarboxylic acid (29.4 g, 0.26 mol), t-butanol (4 ml) and H2SO4 (1 ml). Remove the bomb from the cold-bath, seal and stir for 3 days. Cool the bomb in a CO2 -acetone bath, open to the atmosphere and evaporate isobutylene under a stream of N2 while allowing the reaction mixture to attain R.T. Add Et2O (300 ml) and wash the mixture with sat'd NaHCO3 (300 ml) and sat'd NaCl, then dry (MgSO4), filter and concen...